This data is from the Open Reaction Database (ORD), a public repository of structured organic reaction records. The task is: describe an organic reaction: reactants, conditions, products, and yield The reactants are BrC=1C=C(C=CC1F)[N+](=O)[O-] (3-Bromo-4-fluoronitrobenzene), C([O-])([O-])=O.[K+].[K+] (potassium carbonate), C(C)(C)O (isopropanol). Conditions: temperature 80 celsius. Yields the product BrC=1C=C(C=CC1OC(C)C)N (3-Bromo-4-isopropoxy-phenylamine). As a reaction SMILES: [Br:1][C:2]1[CH:3]=[C:4]([N+:9]([O-])=O)[CH:5]=[CH:6][C:7]=1F.C(=O)([O-])[O-].[K+].[K+].[CH:18]([OH:21])([CH3:20])[CH3:19]>>[Br:1][C:2]1[CH:3]=[C:4]([NH2:9])[CH:5]=[CH:6][C:7]=1[O:21][CH:18]([CH3:20])[CH3:19] |f:1.2.3|. Procedure details: 3-Bromo-4-fluoronitrobenzene (1.0 eq) was added to a stirring solution of potassium carbonate (2.0 eq) in isopropanol. The solution was heated for 4 days at 80° C. The solution was cooled and filtered through Celite and the plug washed with EtOAc. The organic layer is then washed with brine and water, dried over MgSO4, filtered and concentrated to yield the desired product. Rt=8.72 min. Starting materials: CC1=CC=C(C=C1)NN (paramethylphenylhydrazine), C1CC(=O)CC1C(=O)O (cyclopentanone-3-carboxylic acid). Product: CC1=CC2=C3C(N=C2C=C1)=CC=C3C(=O)O (7-methyl-cyclopenta[b]indole carboxylic acid). RXN SMILES: [CH3:1][C:2]1[CH:7]=[CH:6][C:5]([NH:8]N)=[CH:4][CH:3]=1.[CH2:10]1[CH:15]([C:16]([OH:18])=[O:17])[CH2:14][C:12](=O)[CH2:11]1>>[CH3:1][C:2]1[CH:7]=[CH:6][C:5]2[C:4](=[C:10]3[C:15]([C:16]([OH:18])=[O:17])=[CH:14][CH:12]=[C:11]3[N:8]=2)[CH:3]=1. Reported procedure: Utilizing the procedure of Example 1, paramethylphenylhydrazine was reacted with cyclopentanone-3-carboxylic acid to give 7-methyl-cyclopenta[b]indole carboxylic acid, m.p. 250° (decomp.). Reactants: O=C(OCc1ccccc1)C1CC=CCC1, O=C(O)C1CC=CCC1. The product is O=C(OCc1ccccc1)C1CCC2OC2C1. RXN SMILES: [CH2:1]([c:2]1[cH:3][cH:4][cH:5][cH:6][cH:7]1)[O:8][C:9](=[O:10])[CH:11]1[CH2:12][CH:13]=[CH:14][CH2:15][CH2:16]1.[CH:17]1([C:18]([OH:19])=[O:24])[CH2:20][CH2:21][CH:22]=[CH:23][CH2:25]1>>[CH2:1]([c:2]1[cH:3][cH:4][cH:5][cH:6][cH:7]1)[O:8][C:9](=[O:10])[CH:11]1[CH2:12][CH:13]2[CH:14]([CH2:15][CH2:16]1)[O:24]2. The reactants are [Li+].[OH-] (LiOH), COC(=O)C1N(CC(C1)COC1=CC=C(C=C1)C1=NC=2N(C(N(C(C2N1)=O)CCC)=O)CCC)CC1=CC(=CC=C1)C(F)(F)F (4-[4-(2,6-Dioxo-1,3-dipropyl-2,3,6,7-tetrahydro-1H-purin-8-yl)-phenoxymethyl]-1-(3-trifluoromethyl-benzyl)-pyrrolidine-2-carboxylic acid methyl ester). Solvent: O (H2O), C1CCOC1 (THF), CO (MeOH). Reaction conditions: time 2 hour. Product: O=C1N(C(C=2NC(=NC2N1CCC)C1=CC=C(OCC2CC(N(C2)CC2=CC(=CC=C2)C(F)(F)F)C(=O)O)C=C1)=O)CCC (4-[4-(2,6-Dioxo-1,3-dipropyl-2,3,6,7-tetrahydro-1H-purin-8-yl)-phenoxymethyl]-1-(3-trifluoromethyl-benzyl)-pyrrolidine-2-carboxylic acid). Reaction SMILES: C[O:2][C:3]([CH:5]1[CH2:9][CH:8]([CH2:10][O:11][C:12]2[CH:17]=[CH:16][C:15]([C:18]3[NH:26][C:25]4[C:24](=[O:27])[N:23]([CH2:28][CH2:29][CH3:30])[C:22](=[O:31])[N:21]([CH2:32][CH2:33][CH3:34])[C:20]=4[N:19]=3)=[CH:14][CH:13]=2)[CH2:7][N:6]1[CH2:35][C:36]1[CH:41]=[CH:40][CH:39]=[C:38]([C:42]([F:45])([F:44])[F:43])[CH:37]=1)=[O:4].[Li+].[OH-]>C1COCC1.CO.O>[O:31]=[C:22]1[N:21]([CH2:32][CH2:33][CH3:34])[C:20]2[N:19]=[C:18]([C:15]3[CH:14]=[CH:13][C:12]([O:11][CH2:10][CH:8]4[CH2:7][N:6]([CH2:35][C:36]5[CH:41]=[CH:40][CH:39]=[C:38]([C:42]([F:44])([F:45])[F:43])[CH:37]=5)[CH:5]([C:3]([OH:4])=[O:2])[CH2:9]4)=[CH:17][CH:16]=3)[NH:26][C:25]=2[C:24](=[O:27])[N:23]1[CH2:28][CH2:29][CH3:30] |f:1.2|. Procedure details: A mixture of solution of 4-[4-(2,6-Dioxo-1,3-dipropyl-2,3,6,7-tetrahydro-1H-purin-8-yl)-phenoxymethyl]-1-(3-trifluoromethyl-benzyl)-pyrrolidine-2-carboxylic acid methyl ester (25 mg, 0.039 mmol) in THF (3 ml) and MeOH (1 ml) was added aq. solution of LiOH (3 mg, 0.079 mmol) in H2O (1 ml) at 0° C. and it was stirred for 2 hrs. Reaction mixture was concentrated, residue was diluted with water and acidified with aq. HCl. The aqueous layer was extracted with ethyl acetate and washed with brine. The ... Reactants: N1CCC(CC1)N1C(NC2=CC=CC=C2C1)=O (3-Piperidin-4-yl-3,4-dihydro-1H-quinazolin-2-one), BrBr (bromine). Run in C(C)(=O)O (acetic acid), C(Cl)Cl (methylene chloride), C(C)(=O)O (acetic acid). Conditions: time 1 hour. Product: BrC=1C=C2CN(C(NC2=CC1)=O)C1CCNCC1 (6-Bromo-3-piperidin-4-yl-3,4-dihydro-1H-quinazolin-2-one). As a reaction SMILES: [NH:1]1[CH2:6][CH2:5][CH:4]([N:7]2[CH2:16][C:15]3[C:10](=[CH:11][CH:12]=[CH:13][CH:14]=3)[NH:9][C:8]2=[O:17])[CH2:3][CH2:2]1.[Br:18]Br>C(O)(=O)C.C(Cl)Cl>[Br:18][C:13]1[CH:14]=[C:15]2[C:10](=[CH:11][CH:12]=1)[NH:9][C:8](=[O:17])[N:7]([CH:4]1[CH2:3][CH2:2][NH:1][CH2:6][CH2:5]1)[CH2:16]2. Procedure: 3-Piperidin-4-yl-3,4-dihydro-1H-quinazolin-2-one (0.2 g, 0.87 mmol) was dissolved in acetic acid (2 mL). To this solution was added a solution of bromine (1.8 mL, 35.14 mmol) in acetic acid (0.5 mL) dropwise over 5 min. After stirring for at room temperature for 1 h, the reaction mixture was diluted with methylene chloride, washed with water (2×), brine (2×), dried over sodium sulfate, filtered, and concentrated to afford 0.16 g (59%) which was used immediately without further purification. LC/M... The reactants are C[Si](Cl)(C)C (trimethylchlorosilane), Cl (hydrochloric acid), C(C)(=O)C1=CC=CC=C1 (acetophenone), BrC(C(=O)OC)C (methyl 2-bromopropionate). The reagents and catalysts are [Zn] (zinc). Solvent: C(C)(=O)OCC (ethyl acetate). Reaction conditions: temperature 65 celsius, time 25 minute. The product is OC(C(C(=O)OC)C)(C)C1=CC=CC=C1 (Methyl 3-hydroxy-2-methyl-3-phenylbutyrate). Reaction SMILES: C[Si](C)(C)Cl.[C:6]([C:9]1[CH:14]=[CH:13][CH:12]=[CH:11][CH:10]=1)(=[O:8])[CH3:7].Br[CH:16]([CH3:21])[C:17]([O:19][CH3:20])=[O:18].Cl>C(OCC)(=O)C.[Zn]>[OH:8][C:6]([C:9]1[CH:14]=[CH:13][CH:12]=[CH:11][CH:10]=1)([CH3:7])[CH:16]([CH3:21])[C:17]([O:19][CH3:20])=[O:18]. Procedure: At room temperature, a three-necked flask fitted with reflux condenser, internal thermometer, dropping funnel and stirrer was charged, under nitrogen protective gas, with 8.6 g of zinc powder (130 mmol) in 53 ml of ethyl acetate. After 2.5 ml of trimethylchlorosilane (19.5 mmol) had been added, the mixture was heated at 65° C. for 30 min, then left to cool to 60° C., following which 10.5 g of acetophenone (87 mmol) were added, and over the course of 6 min, 17.4 g of methyl 2-bromopropionate (104...